Dataset: the Open Reaction Database (ORD), a public repository of structured organic reaction records. Task: describe an organic reaction: reactants, conditions, products, and yield The product is FC1=C2CCN(N3C2=C(C=C1)C(C(=C3)C(=O)O)=O)C (4-Fluoro-2,3-dihydro-1-methyl-7-oxo-1H,7H -pyrido[3,2,1-ij]cinnoline-8-carboxylic acid). RXN SMILES: [F:1][C:2]1[CH:11]=[CH:10][C:9]2[C:12](=[O:19])[C:13]([C:15]([O:17]C)=[O:16])=[CH:14][N:7]3[C:8]=2[C:3]=1[CH2:4][CH2:5][N:6]3[CH3:20].Cl.C(O)(=O)C>O>[F:1][C:2]1[CH:11]=[CH:10][C:9]2[C:12](=[O:19])[C:13]([C:15]([OH:17])=[O:16])=[CH:14][N:7]3[C:8]=2[C:3]=1[CH2:4][CH2:5][N:6]3[CH3:20]. Solvent: O (water). Reactants: FC1=C2CCN(N3C2=C(C=C1)C(C(=C3)C(=O)OC)=O)C (Methyl 4-Fluoro-2,3-dihydro-1-methyl-7-oxo-1H,7H -pyrido[3,2,1-ij]cinnoline-8-carboxylate), Cl (hydrochloric acid), C(C)(=O)O (acetic acid). Yield: 81.7%. Reported procedure: To 40 mg (0.14 mmol) of the compound (190) obtained in Example 63, 0.3 ml of concentrated hydrochloric acid and 1.2 ml of acetic acid were added, and the solution was heated at reflux for 3 hours. After air-cooling, 5 ml of water was added to the solution, and deposited crystals were filtered off and washed with water, ethanol and ether in this order to obtain 30 mg of the subject compound (191) in a 79% yield.